From a dataset of the Open Reaction Database (ORD), a public repository of structured organic reaction records. describe an organic reaction: reactants, conditions, products, and yield The reactants are NC1=CC(=C(C(=O)NC2CCN(CC2)CC2CCNCC2)C=C1Cl)OC (4-amino-5-chloro-2-methoxy-N-[1-(4-piperidinylmethyl)-4-piperidinyl]benzamide), C([O-])([O-])=O.[K+].[K+] (potassium carbonate), ClC(C(C)=O)C (3-chloro-2-butanone). Solvent: C(C)#N (acetonitrile). Yields the product NC1=CC(=C(C(=O)NC2CCN(CC2)CC2CCN(CC2)C(C(C)=O)C)C=C1Cl)OC (4-amino-N-[1-[1-(2-butanon-3-yl)-4-piperidinylmethyl]-4-piperidinyl]-5-chloro-2-methoxybenzamide). Isolated yield 88.6%. RXN SMILES: [NH2:1][C:2]1[C:23]([Cl:24])=[CH:22][C:5]([C:6]([NH:8][CH:9]2[CH2:14][CH2:13][N:12]([CH2:15][CH:16]3[CH2:21][CH2:20][NH:19][CH2:18][CH2:17]3)[CH2:11][CH2:10]2)=[O:7])=[C:4]([O:25][CH3:26])[CH:3]=1.C(=O)([O-])[O-].[K+].[K+].Cl[CH:34]([CH3:38])[C:35](=[O:37])[CH3:36]>C(#N)C>[NH2:1][C:2]1[C:23]([Cl:24])=[CH:22][C:5]([C:6]([NH:8][CH:9]2[CH2:14][CH2:13][N:12]([CH2:15][CH:16]3[CH2:17][CH2:18][N:19]([CH:34]([CH3:38])[C:35](=[O:37])[CH3:36])[CH2:20][CH2:21]3)[CH2:11][CH2:10]2)=[O:7])=[C:4]([O:25][CH3:26])[CH:3]=1 |f:1.2.3|. Reported procedure: To a solution of 4-amino-5-chloro-2-methoxy-N-[1-(4-piperidinylmethyl)-4-piperidinyl]benzamide (610 mg) in acetonitrile (30 ml) are added potassium carbonate (80 mg) and 3-chloro-2-butanone (220 mg), and the mixture is heated under reflux for 16 hours, and concentrated to dryness under reduced pressure. The residue is dissolved in chloroform, and the mixture is washed with water and a saturated aqueous sodium chloride solution, dried over anhydrous magnesium sulfate, and the solvent is evaporate... Reactants: O=C(Nc1nc2cc(C(F)(F)F)cc(Cl)n2n1)c1cccnc1, Cl, NC1CCCCC1CO. Yields the product O=C(Nc1nc2cc(C(F)(F)F)cc(NC3CCCCC3CO)n2n1)c1cccnc1. RXN SMILES: [Cl:1][c:2]1[cH:3][c:4]([C:20]([F:21])([F:22])[F:23])[cH:5][c:6]2[n:7]1[n:8][c:9]([NH:11][C:12]([c:13]1[cH:14][n:15][cH:16][cH:17][cH:18]1)=[O:19])[n:10]2.[ClH:24].[OH:25][CH2:26][CH:27]1[CH:28]([NH2:33])[CH2:29][CH2:30][CH2:31][CH2:32]1>>[c:2]1([NH:33][CH:28]2[CH:27]([CH2:26][OH:25])[CH2:32][CH2:31][CH2:30][CH2:29]2)[cH:3][c:4]([C:20]([F:21])([F:22])[F:23])[cH:5][c:6]2[n:7]1[n:8][c:9]([NH:11][C:12]([c:13]1[cH:14][n:15][cH:16][cH:17][cH:18]1)=[O:19])[n:10]2. The yield is 109.6%. Procedure details: 40 mg 2-[(1-bromo-naphthalene-2-carbonyl)-amino]-2-methyl-propionic acid methyl ester and 0.8 mg bis(triphenylphosphine)palladium(II)chloride were placed in a reaction vial, which was evaporated and backfilled with argon three times. Via septum 18 mg of 4-phenyl-1-butyne, 180 μl diethylamine and 0.2 ml abs. DMF were added. In a microwave reactor the reaction was heated to 130° C. for 5 min. Then, water and ethyl acetate were added, the layers were separated, and the aqueous phase was extracted w... The product is COC(C(C)(NC(=O)C1=C(C2=CC=CC=C2C=C1)C#CCCC1=CC=CC=C1)C)=O (2-methyl-2-{[1-(4-phenyl-but-1-ynyl)-naphthalene-2-carbonyl]-amino}-propionic acid methyl ester). RXN SMILES: [CH3:1][O:2][C:3](=[O:21])[C:4]([NH:7][C:8]([C:10]1[CH:19]=[CH:18][C:17]2[C:12](=[CH:13][CH:14]=[CH:15][CH:16]=2)[C:11]=1Br)=[O:9])([CH3:6])[CH3:5]>C1C=CC(P(C2C=CC=CC=2)C2C=CC=CC=2)=CC=1.C1C=CC(P(C2C=CC=CC=2)C2C=CC=CC=2)=CC=1.Cl[Pd]Cl>[CH3:1][O:2][C:3](=[O:21])[C:4]([CH3:6])([NH:7][C:8]([C:10]1[CH:19]=[CH:18][C:17]2[C:12](=[CH:13][CH:14]=[CH:15][CH:16]=2)[C:11]=1[C:16]#[C:15][CH2:14][CH2:13][C:12]1[CH:17]=[CH:18][CH:19]=[CH:10][CH:11]=1)=[O:9])[CH3:5] |f:1.2.3|. Run at temperature 130 celsius. Reactants: COC(C(C)(C)NC(=O)C1=C(C2=CC=CC=C2C=C1)Br)=O (2-[(1-bromo-naphthalene-2-carbonyl)-amino]-2-methyl-propionic acid methyl ester). The reagents and catalysts are C1=CC=C(C=C1)P(C2=CC=CC=C2)C3=CC=CC=C3.C1=CC=C(C=C1)P(C2=CC=CC=C2)C3=CC=CC=C3.Cl[Pd]Cl (bis(triphenylphosphine)palladium(II)chloride). Starting materials: [O-]S(=O)(=S)[O-].[Na+].[Na+] (Na2S2O3), COC1=CC=C(C=C1)N1N=CC(=C1C(F)(F)F)C(=O)OCC (Ethyl 1-(4-methoxyphenyl)-5-(trifluoromethyl)-1H-pyrazole-4-carboxylate), II (iodine), CO (MeOH). The reagents and catalysts are II.[O-]S(=O)(=O)[O-].[Ag+].[Ag+] (I2 Ag2SO4), S(=O)(=O)([O-])[O-].[Ag+2] (silver sulfate). Reaction conditions: time 2 minute. Yields the product C(=O)(C(F)(F)F)O (TFA), IC=1C=C(C=CC1OC)N1N=CC(=C1C(F)(F)F)C(=O)OCC (Ethyl 1-(3-iodo-4-methoxyphenyl)-5-(trifluoromethyl)-1H-pyrazole-4-carboxylate). RXN SMILES: [CH3:1][O:2][C:3]1[CH:8]=[CH:7][C:6]([N:9]2[C:13]([C:14]([F:17])([F:16])[F:15])=[C:12]([C:18]([O:20][CH2:21][CH3:22])=[O:19])[CH:11]=[N:10]2)=[CH:5][CH:4]=1.[I:23]I.[O-:25]S([O-])(=S)=O.[Na+].[Na+].[CH3:32][OH:33]>S([O-])([O-])(=O)=O.[Ag+2].II.[O-]S([O-])(=O)=O.[Ag+].[Ag+]>[C:32]([OH:25])([C:14]([F:17])([F:16])[F:15])=[O:33].[I:23][C:8]1[CH:7]=[C:6]([N:9]2[C:13]([C:14]([F:17])([F:15])[F:16])=[C:12]([C:18]([O:20][CH2:21][CH3:22])=[O:19])[CH:11]=[N:10]2)[CH:5]=[CH:4][C:3]=1[O:2][CH3:1] |f:2.3.4,6.7,8.9.10.11|. Procedure: Ethyl 1-(4-methoxyphenyl)-5-(trifluoromethyl)-1H-pyrazole-4-carboxylate (1.1499 g, 3.66 mmol), iodine (0.929 g, 3.66 mmol), silver sulfate (1.141 g, 3.66 mmol) and MeOH (30 mL) were stirred at in a 75° C. oil bath. The reaction progress was followed by LCMS. Additional I2/Ag2SO4 (1.5 eq. each) were added. LCMS indicated some unreacted starting material while de-methylation of the methoxy group was observed. Na2S2O3 (sat., aq) was added to quench the reaction. Volatiles were removed under reduced... Reactants: FC1=C(C=CC=C1)OC (o-fluoroanisole), α,α-dichloromethylmethyl ether, CCOCC (Ether), ice water. The reagents and catalysts are [Ti](Cl)(Cl)(Cl)Cl (titanium tetrachloride). Run in C(Cl)Cl (methylene chloride), C(Cl)Cl (methylene chloride). Conditions: temperature 15 celsius, time 1 hour. Yields the product FC=1C=C(C=O)C=CC1OC (3-fluoro-4-methoxybenzaldehyde). Reaction SMILES: [F:1][C:2]1[CH:7]=[CH:6][CH:5]=[CH:4][C:3]=1[O:8][CH3:9].C[CH2:11][O:12]CC>C(Cl)Cl.[Ti](Cl)(Cl)(Cl)Cl>[F:1][C:2]1[CH:7]=[C:6]([CH:5]=[CH:4][C:3]=1[O:8][CH3:9])[CH:11]=[O:12]. Reported procedure: To a solution of o-fluoroanisole, 101 g (0.80 mol) in 500 ml dry methylene chloride is added dropwise over 30 minutes a solution of titanium tetrachloride, 182 g (0.96 mol, 1.2 equiv.) and α,α-dichloromethylmethyl ether, 110 g (0.96 mol) in an equal volume of methylene chloride. The temperature is maintained at 10-20° C. with an ice-bath. The mixture is stirred at room temperature for 1 hour longer and then poured over crushed ice-water with stirring. Ether (1) is added, and the mixture stirred ...